This data is from the Open Reaction Database (ORD), a public repository of structured organic reaction records. The task is: describe an organic reaction: reactants, conditions, products, and yield The reactants are N1=CC=CC=C1 (pyridine), C(C1=CC=CC=C1)(=O)Cl (benzoyl chloride), NC=1C=CC(=C(C(=O)NC=2C=C3C(=NC2)NC=N3)C1)C (5-Amino-N-(3H-imidazo[4,5-b]pyridin-6-yl)-2-methyl-benzamide). The solvent is CN(C)C=O (DMF). Conditions: time 1 hour. Product: C(C1=CC=CC=C1)(=O)NC=1C=CC(=C(C(=O)NC=2C=C3C(=NC2)NC=N3)C1)C (5-benzoylamino-N-(3H-imidazo[4,5-b]pyridin-6-yl)-2-methyl-benzamide). Yield: 15.8%. Reaction SMILES: [NH2:1][C:2]1[CH:3]=[CH:4][C:5]([CH3:20])=[C:6]([CH:19]=1)[C:7]([NH:9][C:10]1[CH:11]=[C:12]2[N:18]=[CH:17][NH:16][C:13]2=[N:14][CH:15]=1)=[O:8].N1C=CC=CC=1.[C:27](Cl)(=[O:34])[C:28]1[CH:33]=[CH:32][CH:31]=[CH:30][CH:29]=1>CN(C=O)C>[C:27]([NH:1][C:2]1[CH:3]=[CH:4][C:5]([CH3:20])=[C:6]([CH:19]=1)[C:7]([NH:9][C:10]1[CH:11]=[C:12]2[N:18]=[CH:17][NH:16][C:13]2=[N:14][CH:15]=1)=[O:8])(=[O:34])[C:28]1[CH:33]=[CH:32][CH:31]=[CH:30][CH:29]=1. Procedure details: 50 mg of 5-Amino-N-(3H-imidazo[4,5-b]pyridin-6-yl)-2-methyl-benzamide (from example k) were dissolved in 0.5 ml dry DMF and 0.5 ml pyridine and treated dropwise at room temperature with 66 mg benzoyl chloride. After 16 hrs the solvents were removed under vacuum and the residue was stirred for 1 hr at room temperature in a mixture of 2 ml methanol and 1 ml concentrated ammonia. Solvents were removed under vacuum and the residue was purified by HPLC/MS in methanol/water/acetic acid. Product contai... Reactants: O=C1CCC(=O)N1Br, CCOC(C)=O, CN(C)C=O, O=c1cc(-c2cnn3ccnc3c2)ccn1CCCN1CCCCC1. The product is O=c1cc(-c2cnn3c(Br)cnc3c2)ccn1CCCN1CCCCC1. RXN SMILES: [Br:26][N:27]1[C:28](=[O:29])[CH2:30][CH2:31][C:32]1=[O:33].[CH3:39][CH2:40][O:41][C:42]([CH3:43])=[O:44].[O:34]=[CH:35][N:36]([CH3:37])[CH3:38].[n:1]1[cH:2][cH:3][n:4]2[n:5][cH:6][c:7](-[c:10]3[cH:11][c:12](=[O:25])[n:13]([CH2:16][CH2:17][CH2:18][N:19]4[CH2:20][CH2:21][CH2:22][CH2:23][CH2:24]4)[cH:14][cH:15]3)[cH:8][c:9]12>>[n:1]1[cH:2][c:3]([Br:26])[n:4]2[n:5][cH:6][c:7](-[c:10]3[cH:11][c:12](=[O:25])[n:13]([CH2:16][CH2:17][CH2:18][N:19]4[CH2:20][CH2:21][CH2:22][CH2:23][CH2:24]4)[cH:14][cH:15]3)[cH:8][c:9]12. The reactants are C([O-])([O-])=O.[K+].[K+] (Potassium carbonate), CS(=O)(=O)O[C@@H]1CN(CC1)CCC1=CC=C(C=C1)N1CCCC1 ((S)-3-Methanesulfonyloxy-1-(4-pyrrolidinophenethyl)pyrrolidine), BrC1=C(COC2=C(N)C=CC=C2)C=CC=C1 (2-(2-bromobenzyloxy)aniline). Run in C(C)#N (acetonitrile), C(C)#N (Acetonitrile). Product: N1(CCCC1)C1=CC=C(CCN2C[C@@H](CC2)NC2=C(C=CC=C2)OCC2=C(C=CC=C2)Br)C=C1 ((R)-N-[1-(4-Pyrrolidinophenethyl)pyrrolidin-3-yl]-2-(2-bromobenzyloxy)aniline), mixture. As a reaction SMILES: CS(O[C@H:6]1[CH2:10][CH2:9][N:8]([CH2:11][CH2:12][C:13]2[CH:18]=[CH:17][C:16]([N:19]3[CH2:23][CH2:22][CH2:21][CH2:20]3)=[CH:15][CH:14]=2)[CH2:7]1)(=O)=O.[Br:24][C:25]1[CH:39]=[CH:38][CH:37]=[CH:36][C:26]=1[CH2:27][O:28][C:29]1[CH:35]=[CH:34][CH:33]=[CH:32][C:30]=1[NH2:31].C(=O)([O-])[O-].[K+].[K+]>C(#N)C>[N:19]1([C:16]2[CH:17]=[CH:18][C:13]([CH2:12][CH2:11][N:8]3[CH2:9][CH2:10][C@@H:6]([NH:31][C:30]4[CH:32]=[CH:33][CH:34]=[CH:35][C:29]=4[O:28][CH2:27][C:26]4[CH:36]=[CH:37][CH:38]=[CH:39][C:25]=4[Br:24])[CH2:7]3)=[CH:14][CH:15]=2)[CH2:23][CH2:22][CH2:21][CH2:20]1 |f:2.3.4|. Procedure details: (S)-3-Methanesulfonyloxy-1-(4-pyrrolidinophenethyl)pyrrolidine (0.30 g, 0.89 mmol) was added to 2-(2-bromobenzyloxy)aniline (1.15 g, 4.13 mmol) in argon stream. The obtained mixture was dissolved in acetonitrile (50 ml). Potassium carbonate (1.62 g, 11.7 mmol) was added to the obtained solution, and they were refluxed for 85 hours. Acetonitrile (15 ml) was added to the reaction mixture, and they were refluxed for additional 48 hours. The reaction mixture was filtered through Celite to obtain the... Starting materials: NC1=C(CO)C=C(C=C1)OCCCCS(=O)C1=CC=CC=C1 (2-amino-5-(4-phenylsulfinylbutoxy)-benzyl alcohol), solution, C(=O)(Cl)Cl (phosgene), C([O-])([O-])=O.[K+].[K+] (potassium carbonate). Solvent: C(Cl)(Cl)Cl (chloroform), C1(=CC=CC=C1)C (toluene). The product is C1(=CC=CC=C1)S(=O)CCCCOC=1C=CC2=C(COC(N2)=O)C1 (6-(4-Phenylsulfinyl-butoxy)-4H-3,1-benzoxazin-2-one). As a reaction SMILES: [NH2:1][C:2]1[CH:9]=[CH:8][C:7]([O:10][CH2:11][CH2:12][CH2:13][CH2:14][S:15]([C:17]2[CH:22]=[CH:21][CH:20]=[CH:19][CH:18]=2)=[O:16])=[CH:6][C:3]=1[CH2:4][OH:5].[C:23](=O)([O-])[O-:24].[K+].[K+].C(Cl)(Cl)=O>C(Cl)(Cl)Cl.C1(C)C=CC=CC=1>[C:17]1([S:15]([CH2:14][CH2:13][CH2:12][CH2:11][O:10][C:7]2[CH:8]=[CH:9][C:2]3[NH:1][C:23](=[O:24])[O:5][CH2:4][C:3]=3[CH:6]=2)=[O:16])[CH:18]=[CH:19][CH:20]=[CH:21][CH:22]=1 |f:1.2.3|. Procedure details: An amount of 4.2 gm (0.0133 mol) of 2-amino-5-(4-phenylsulfinylbutoxy)-benzyl alcohol [prepared from 2-nitro-5-(4-phenylsulfinyl-butoxy)-benzyl alcohol by catalytic hydrogenation] is dissolved in 150 ml of chloroform and mixed with 6.9 gm (0.05 mol) of potassium carbonate. Ten milliliters of a 20% solution of phosgene in toluene is slowly added dropwise to this mixture under stirring. After further stirring for two hours, the solution is washed with water and dried with sodium sulfate, and the s... The reactants are O=C([O-])[O-], COc1ccc(-c2ccc3cc(OC)ccc3c2)c(-c2cccc(OCc3ccccc3)c2)c1, COc1ccc(-c2ccc3cc(OC)ccc3c2)c(-c2cccc(O)c2)c1, CN(C)C=O, ClCCN1CCCCC1, [K+], [K+], O. Yields the product COc1ccc(-c2ccc3cc(OC)ccc3c2)c(-c2cccc(OCCN3CCCCC3)c2)c1. RXN SMILES: [C:62](=[O:63])([O-:64])[O-:65].[CH2:1]([O:2][c:3]1[cH:4][c:5](-[c:6]2[cH:7][c:8]([O:9][CH3:10])[cH:11][cH:12][c:13]2-[c:14]2[cH:15][cH:16][c:17]3[c:18]([cH:19][cH:20][c:21]([O:22][CH3:23])[cH:24]3)[cH:25]2)[cH:26][cH:27][cH:28]1)[c:29]1[cH:30][cH:31][cH:32][cH:33][cH:34]1.[CH3:35][O:36][c:37]1[cH:38][cH:39][c:40](-[c:50]2[cH:51][c:52]3[cH:53][cH:54][c:55]([O:60][CH3:61])[cH:56][c:57]3[cH:58][cH:59]2)[c:41](-[c:43]2[cH:44][c:45]([OH:49])[cH:46][cH:47][cH:48]2)[cH:42]1.[CH3:77][N:78]([CH3:79])[CH:80]=[O:81].[Cl:68][CH2:69][CH2:70][N:71]1[CH2:72][CH2:73][CH2:74][CH2:75][CH2:76]1.[K+:66].[K+:67].[OH2:82]>>[CH3:35][O:36][c:37]1[cH:38][cH:39][c:40](-[c:50]2[cH:51][c:52]3[cH:53][cH:54][c:55]([O:60][CH3:61])[cH:56][c:57]3[cH:58][cH:59]2)[c:41](-[c:43]2[cH:44][c:45]([O:49][CH2:69][CH2:70][N:71]3[CH2:72][CH2:73][CH2:74][CH2:75][CH2:76]3)[cH:46][cH:47][cH:48]2)[cH:42]1. RXN SMILES: [C:1]([C:3]1[CH:8]=[CH:7][C:6](S(Cl)(=O)=O)=[CH:5][CH:4]=1)#[N:2].[F:13][C:14]([F:32])([F:31])[C:15]1[CH:20]=[CH:19][C:18]([C:21]2[CH:22]=[C:23]3[C:28](=[CH:29][CH:30]=2)[NH:27][CH2:26][CH2:25][CH2:24]3)=[CH:17][CH:16]=1>N1C=CC=CC=1>[F:32][C:14]([F:13])([F:31])[C:15]1[CH:16]=[CH:17][C:18]([C:21]2[CH:22]=[C:23]3[C:28](=[CH:29][CH:30]=2)[N:27]([C:6]2[CH:7]=[CH:8][C:3]([C:1]#[N:2])=[CH:4][CH:5]=2)[CH2:26][CH2:25][CH2:24]3)=[CH:19][CH:20]=1. Reactants: FC(C1=CC=C(C=C1)C=1C=C2CCCNC2=CC1)(F)F (6-(4-Trifluoromethyl-phenyl)-1,2,3,4-tetrahydro-quinoline), C(#N)C1=CC=C(C=C1)S(=O)(=O)Cl (4-cyano-benzenesulfonyl chloride), C(#N)C1=CC=C(C=C1)S(=O)(=O)Cl (4-cyano-benzenesulfonyl chloride). Reported procedure: 582 mg of commercially available 4-cyano-benzenesulfonyl chloride were dissolved in 5 ml pyridine. Then 400 mg 6-(4-Trifluoromethyl-phenyl)-1,2,3,4-tetrahydro-quinoline were added and the mixture was stirred at room temperature for thirty minutes. Then 290 mg of commercially available 4-cyano-benzenesulfonyl chloride were added and the mixture was stirred at room temperature for additional two hours. Then the solvent was removed in vacuo and the residue was purified by chromatography on silica g... Run in N1=CC=CC=C1 (pyridine). Product: FC(C1=CC=C(C=C1)C=1C=C2CCCN(C2=CC1)C1=CC=C(C#N)C=C1)(F)F (4-[6-(4-Trifluoromethyl-phenyl)-3,4-dihydro-2H-quinolin-1-yl]-benzonitrile). Reactants: C(#N)C1=C(C(=O)C(=C(C1=O)Cl)Cl)C#N (DDQ), CC=1NC(CSC1C1SCCN1C(=O)OCC)=O (5-methyl-6-(3-ethoxycarbonyl-dihydro-2-thiazolyl)-2H-1,4-thiazin-3(4H)-one). Solvent: ClCCl (dichloromethane). Conditions: time 1.5 hour. Product: CC=1NC(CSC1C=1SC=CN1)=O (5-methyl-6-(2-thiazolyl)-2H-1,4-thiazin-3(4H)-one). Yield: 54.3%. Reaction SMILES: C(C1C(=O)C(Cl)=C(Cl)C(=O)C=1C#N)#N.[CH3:15][C:16]1[NH:17][C:18](=[O:32])[CH2:19][S:20][C:21]=1[CH:22]1[N:26](C(OCC)=O)[CH2:25][CH2:24][S:23]1>ClCCl>[CH3:15][C:16]1[NH:17][C:18](=[O:32])[CH2:19][S:20][C:21]=1[C:22]1[S:23][CH:24]=[CH:25][N:26]=1. Reported procedure: DDQ (0.16 g) was added to 5-methyl-6-(3-ethoxycarbonyl-dihydro-2-thiazolyl)-2H-1,4-thiazin-3(4H)-one (0.2 g) in dichloromethane (5 ml) and the reaction mixture was stirred at ambient temperature for 1.5 hours. The resulting crystals were filtrated, were washed with saturated aqueous calcium bicarbonate and successively with water, was recrystallized from methanol to give the titled compound (0.08 g, yield 54.0%) as white needles. Starting materials: CC1(OB(OC1(C)C)C1=C2C=NNC2=CC(=C1)C(F)(F)F)C (4-(4,4,5,5-Tetramethyl-1,3,2-dioxaborolan-2-yl)-6-(trifluoromethyl)-1H-indazole), BrC=1C(=NN(C1C)CC(=O)NC(C)C)C (2-(4-bromo-3,5-dimethyl-1H-pyrazol-1-yl)-N-isopropylacetamide), C([O-])(O)=O.[Na+] (sodium bicarbonate). The reagents and catalysts are C1=CC=C(C=C1)P([C-]2C=CC=C2)C3=CC=CC=C3.C1=CC=C(C=C1)P([C-]2C=CC=C2)C3=CC=CC=C3.Cl[Pd]Cl.[Fe+2] (PdCl2(dppf)). Solvent: O1CCOCC1 (dioxane). Reaction conditions: temperature 140 celsius. Product: C(=O)(C(F)(F)F)O (TFA), CC1=NN(C(=C1C1=C2C=NNC2=CC(=C1)C(F)(F)F)C)CC(=O)NC(C)C (2-(3,5-dimethyl-4-(6-(trifluoromethyl)-1H-indazol-4-yl)-1H-pyrazol-1-yl)-N-isopropylacetamide). Isolated yield 28.8%. As a reaction SMILES: CC1(C)C(C)(C)OB([C:9]2[CH:17]=[C:16]([C:18]([F:21])([F:20])[F:19])[CH:15]=[C:14]3[C:10]=2[CH:11]=[N:12][NH:13]3)O1.Br[C:24]1[C:25]([CH3:37])=[N:26][N:27]([CH2:30][C:31]([NH:33][CH:34]([CH3:36])[CH3:35])=[O:32])[C:28]=1[CH3:29].[C:38](=[O:41])(O)[O-:39].[Na+]>C1C=CC(P(C2C=CC=CC=2)[C-]2C=CC=C2)=CC=1.C1C=CC(P(C2C=CC=CC=2)[C-]2C=CC=C2)=CC=1.Cl[Pd]Cl.[Fe+2].O1CCOCC1>[C:38]([OH:39])([C:18]([F:21])([F:20])[F:19])=[O:41].[CH3:37][C:25]1[C:24]([C:9]2[CH:17]=[C:16]([C:18]([F:19])([F:20])[F:21])[CH:15]=[C:14]3[C:10]=2[CH:11]=[N:12][NH:13]3)=[C:28]([CH3:29])[N:27]([CH2:30][C:31]([NH:33][CH:34]([CH3:36])[CH3:35])=[O:32])[N:26]=1 |f:2.3,4.5.6.7|. Procedure: 4-(4,4,5,5-Tetramethyl-1,3,2-dioxaborolan-2-yl)-6-(trifluoromethyl)-1H-indazole (58.3 mg, 0.187 mmol), 2-(4-bromo-3,5-dimethyl-1H-pyrazol-1-yl)-N-isopropylacetamide (77 mg, 0.28 mmol), PdCl2(dppf) (13.66 mg, 0.019 mmol), sodium bicarbonate (0.399 mL, 0.747 mmol), and dioxane (2 mL) were mixed in a 10 mL vial to give an orange suspension. The vial was sealed and then heated to 140° C. for 45 minutes in a microwave reactor. The reaction mixture was subsequently filtered and the product was purifie...